From a dataset of the Open Reaction Database (ORD), a public repository of structured organic reaction records. describe an organic reaction: reactants, conditions, products, and yield As a reaction SMILES: [C:1]([CH3:2])([CH3:3])([CH3:4])[C:5]1=[N:10][CH2:9][CH:8]([OH:11])[CH2:7][NH:6]1.[CH3:12][c:13]1[cH:14][cH:15][cH:16][cH:17][cH:18]1>>[C:1]([CH3:2])([CH3:3])([CH3:4])[C:5]1=[N:10][CH2:9][CH:8]([CH2:7][NH2:6])[O:11]1. Starting materials: CC(C)(C)C1=NCC(O)CN1, Cc1ccccc1. Yields the product CC(C)(C)C1=NCC(CN)O1.